From a dataset of the Open Reaction Database (ORD), a public repository of structured organic reaction records. describe an organic reaction: reactants, conditions, products, and yield The product is COC1=C(C(=O)OC)C(=C(C(=C1)OC)Br)\C=C\C1=CC=CC=C1 (methyl 2,4-dimethoxy-5-bromo-6-[(E)-styryl]benzoate). RXN SMILES: [CH3:1][O:2][C:3]1[CH:12]=[C:11]([O:13][CH3:14])[CH:10]=[C:9](/[CH:15]=[CH:16]/[C:17]2[CH:22]=[CH:21][CH:20]=[CH:19][CH:18]=2)[C:4]=1[C:5]([O:7][CH3:8])=[O:6].[Br:23]Br>C(Cl)Cl>[CH3:1][O:2][C:3]1[CH:12]=[C:11]([O:13][CH3:14])[C:10]([Br:23])=[C:9](/[CH:15]=[CH:16]/[C:17]2[CH:18]=[CH:19][CH:20]=[CH:21][CH:22]=2)[C:4]=1[C:5]([O:7][CH3:8])=[O:6]. The yield is 87.0%. Reactants: COC1=C(C(=O)OC)C(=CC(=C1)OC)\C=C\C1=CC=CC=C1 (methyl 2,4-dimethoxy-6-[(E)-styryl]benzoate), BrBr (bromine). The solvent is C(Cl)Cl (CH2Cl2). Procedure details: Dissolve compound 6 (13.0 g, 0.046 mol) CH2Cl2 (150 ml), add bromine (8.1 g, 0.050 mol) dropwise at room temperature, react at room temperature for 1 h, after completion of the reaction, wash the organic layer successively with water, saturated NaHCO3 solution and brine, dry the organic solution over anhydrous MgSO4. Filter the solution and evaporate the solvent, redissolve the residue, feed the solution to a silica gel column, evaporate the solvent in the eluent to obtain a white solid (15.1 g,... The reactants are CC=1C(=NC=CN1)O (3-Methyl-2-hydroxypyrazine), IC1=CC=C(CO)C=C1 (4-iodobenzyl alcohol), C(=O)([O-])[O-].[K+].[K+] (K2CO3). The reagents and catalysts are [Cu] (copper). Run in CCOC(=O)C (EtOAc). The product is OCC1=CC=C(C=C1)N1C(C(=NC=C1)C)=O (1-(4-Hydroxymethyl-phenyl)-3-methyl-1H-pyrazin-2-one). RXN SMILES: [CH3:1][C:2]1[C:3]([OH:8])=[N:4][CH:5]=[CH:6][N:7]=1.I[C:10]1[CH:17]=[CH:16][C:13]([CH2:14][OH:15])=[CH:12][CH:11]=1.C([O-])([O-])=O.[K+].[K+]>[Cu].CCOC(C)=O>[OH:15][CH2:14][C:13]1[CH:16]=[CH:17][C:10]([N:4]2[CH:5]=[CH:6][N:7]=[C:2]([CH3:1])[C:3]2=[O:8])=[CH:11][CH:12]=1 |f:2.3.4|. Procedure: 3-Methyl-2-hydroxypyrazine (1.10 g, 10.0 mmol), 4-Iodobenzyl alcohol from Example 1, Step 1 (4.0 g, 17.0 mmol), K2CO3 (1.52 g, 110 mmol), and copper (15 mg , 0.2 mmol) were heated under argon for 40 hours. The dark residue was partitioned between CHCl3 and saturated NaHCO3. The aqueous layer was back extracted twice with CHCl13. The organic layers were combined, washed with brine, dried (MgSO4,), filtered and concentrated to give a light brown solid. Flash chromatography (EtOAc) yielded the titl... Reactants: N1(C=NC=C1)CCCCCOC1=CC=C(OCCCCCC(=O)OCC)C=C1 (ethyl 6-[p-[5-(1-imidazolyl)pentyloxy]phenoxy]hexanoate), [OH-].[Na+] (sodium hydroxide). The solvent is CO (methanol), O (water). Product: N1(C=NC=C1)CCCCCOC1=CC=C(OCCCCCC(=O)O)C=C1 (6-[p-[5-(1-imidazolyl)pentyloxy]phenoxy]hexanoic acid). Yield: 86.2%. Reaction SMILES: [N:1]1([CH2:6][CH2:7][CH2:8][CH2:9][CH2:10][O:11][C:12]2[CH:28]=[CH:27][C:15]([O:16][CH2:17][CH2:18][CH2:19][CH2:20][CH2:21][C:22]([O:24]CC)=[O:23])=[CH:14][CH:13]=2)[CH:5]=[CH:4][N:3]=[CH:2]1.[OH-].[Na+]>CO.O>[N:1]1([CH2:6][CH2:7][CH2:8][CH2:9][CH2:10][O:11][C:12]2[CH:28]=[CH:27][C:15]([O:16][CH2:17][CH2:18][CH2:19][CH2:20][CH2:21][C:22]([OH:24])=[O:23])=[CH:14][CH:13]=2)[CH:5]=[CH:4][N:3]=[CH:2]1 |f:1.2|. Reported procedure: To a solution of 2.5 g ethyl 6-[p-[5-(1-imidazolyl)pentyloxy]phenoxy]hexanoate in 10 ml methanol, was added a solution of 520 mg sodium hydroxide in 5 ml water, and the mixture was heated under reflux for 5 hours. Methanol was distilled off under reduced pressure, and dilute hydrochloric acid was added to the remaining aqueous solution to lower its pH down to about 5. The solid which separated out was collected by filtration, washed with water, and recrystallized from methanol, affording 2 g of ... The reactants are OC1=NC=C(C=C1)[N+](=O)[O-] (2-hydroxy-5-nitropyridine), diazonium, OC1=NC=C(C=C1)[N+](=O)[O-] (2-hydroxy-5-nitropyridine), P(Cl)(Cl)(Cl)(Cl)Cl.P(=O)(Cl)(Cl)Cl (phosphorous pentachloride phosphorous oxychloride). Product: ClC1=NC=C(C=C1)[N+](=O)[O-] (2-chloro-5-nitropyridine). Reaction SMILES: O[C:2]1[CH:7]=[CH:6][C:5]([N+:8]([O-:10])=[O:9])=[CH:4][N:3]=1.P(Cl)(Cl)(Cl)(Cl)[Cl:12].P(Cl)(Cl)(Cl)=O>>[Cl:12][C:2]1[CH:7]=[CH:6][C:5]([N+:8]([O-:10])=[O:9])=[CH:4][N:3]=1 |f:1.2|. Procedure: Alternatively, 2-chloro-5-nitropyridine can be prepared using the procedure described in the Journal Chemical Society 9 (1941), starting with 2-aminopyrimidine. Nitration of 2-aminopyridine gives 2-amino-5-nitropyridine, which can be converted into 2-hydroxy-5-nitropyridine by a diazonium reaction. Subsequent heating of 2-hydroxy-5-nitropyridine in a phosphorous pentachloride/phosphorous oxychloride mixture yields 2-chloro-5-nitropyridine. The synthesis is summarized below: ##STR13## Starting materials: COc1cc(C=CCO)ccc1OCc1coc(-c2ccccc2)n1, ClC(Cl)Cl. The product is COc1cc(C=CC=O)ccc1OCc1coc(-c2ccccc2)n1. As a reaction SMILES: [CH3:1][O:2][c:3]1[cH:4][c:5]([CH:22]=[CH:23][CH2:24][OH:25])[cH:6][cH:7][c:8]1[O:9][CH2:10][c:11]1[n:12][c:13](-[c:16]2[cH:17][cH:18][cH:19][cH:20][cH:21]2)[o:14][cH:15]1.[CH:26]([Cl:27])([Cl:28])[Cl:29]>>[CH3:1][O:2][c:3]1[cH:4][c:5]([CH:22]=[CH:23][CH:24]=[O:25])[cH:6][cH:7][c:8]1[O:9][CH2:10][c:11]1[n:12][c:13](-[c:16]2[cH:17][cH:18][cH:19][cH:20][cH:21]2)[o:14][cH:15]1. The reactants are [SiH](CC)(CC)CC (Et3SiH), C(C1=CC=CC=C1)OC1=C(C(=C(C(=C1C)C)OCC1=CC=CC=C1)C)C(CC=C)O (1-(2,5-Bis(benzyloxy)-3,4,6-trimethylphenyl)but-3-en-1-ol), FC(C(=O)O)(F)F (trifluoroacetic acid). Solvent: C(Cl)Cl (CH2Cl2). Reaction conditions: time 1.25 hour. The product is C(C1=CC=CC=C1)OC1=C(C(=C(C(=C1C)C)OCC1=CC=CC=C1)C)CCC=C (1-(2,5-bis(benzyloxy)-3,4,6-trimethylphenyl)-3-butene). The yield is 99.1%. As a reaction SMILES: [CH2:1]([O:8][C:9]1[C:14]([CH3:15])=[C:13]([CH3:16])[C:12]([O:17][CH2:18][C:19]2[CH:24]=[CH:23][CH:22]=[CH:21][CH:20]=2)=[C:11]([CH3:25])[C:10]=1[CH:26](O)[CH2:27][CH:28]=[CH2:29])[C:2]1[CH:7]=[CH:6][CH:5]=[CH:4][CH:3]=1.[SiH](CC)(CC)CC.FC(F)(F)C(O)=O>C(Cl)Cl>[CH2:1]([O:8][C:9]1[C:14]([CH3:15])=[C:13]([CH3:16])[C:12]([O:17][CH2:18][C:19]2[CH:24]=[CH:23][CH:22]=[CH:21][CH:20]=2)=[C:11]([CH3:25])[C:10]=1[CH2:26][CH2:27][CH:28]=[CH2:29])[C:2]1[CH:3]=[CH:4][CH:5]=[CH:6][CH:7]=1. Reported procedure: 1-(2,5-Bis(benzyloxy)-3,4,6-trimethylphenyl)but-3-en-1-ol (3.7 g, 9.4 mmol) was dissolved into 10 mL CH2Cl2 and treated with Et3SiH (12 mL, 94.4 mmol.). To this clear, colorless solution was added trifluoroacetic acid (TFA) (10.5 mL, 142 mmol) neat over 3 minutes which darkened the solution and exothermed. The reaction vessel was placed in a room temperature water bath and let stir for 1.25 h. The reaction was concentrated to yellow oil via rotary evaporation and the residue dissolved in 100 mL ... Reactants: C1(=CC=CC=C1)CC#N (phenylacetonitrile), C[Si](C)(C)[N-][Si](C)(C)C.[Na+] (sodium bis(trimethylsilyl)amide), BrCC(=O)OCC (ethyl bromoacetate). Solvent: C(C)OCC (diethyl ether), O1CCCC1 (tetrahydrofuran), O1CCCC1 (tetrahydrofuran). Run at temperature 5 celsius, time 1 hour. Product: C(C)OC(CC(CC(=O)OCC)(C1=CC=CC=C1)C#N)=O (3-cyano-3-phenylpentanedioic Acid Diethyl Ester). As a reaction SMILES: [C:1]1([CH2:7][C:8]#[N:9])[CH:6]=[CH:5][CH:4]=[CH:3][CH:2]=1.C[Si]([N-][Si](C)(C)C)(C)C.[Na+].Br[CH2:21][C:22]([O:24][CH2:25][CH3:26])=[O:23]>O1CCCC1.C(OCC)C>[CH2:25]([O:24][C:22](=[O:23])[CH2:21][C:7]([C:8]#[N:9])([C:1]1[CH:6]=[CH:5][CH:4]=[CH:3][CH:2]=1)[CH2:21][C:22]([O:24][CH2:25][CH3:26])=[O:23])[CH3:26] |f:1.2|. Reported procedure: Combine phenylacetonitrile (5.85 g, 50.0 mmol) and tetrahydrofuran (140 mL). Cool to about 5° C. Add dropwise, a solution of sodium bis(trimethylsilyl)amide (800 mL, 1 M in tetrahydrofuran, 800 mmol). When the addition is complete, warm the reaction mixture to ambient temperature and allow to stir for 1 hour. Transfer the above solution via cannula into a cooled (−8° C.) solution of ethyl bromoacetate (84.5 mL, 762 mmol) in tetrahydrofuran (500 mL) at such a rate that the temperature of the reac... Reactants: N1N=CN=C1 (1H-1,2,4-triazole), ClC=1SC=CC1[N+](=O)[O-] (2-chloro-3-nitrothiophene), CC(C)([O-])C.[K+] (potassium t-butoxide). Run in CN(C)C=O (DMF), CCOCC (Et2O). Run at temperature 90 celsius, time 2 hour. The product is [N+](=O)([O-])C1=C(SC=C1)N1N=CN=C1 (1-(3-nitrothiophen-2-yl)-1H-1,2,4-triazole). Reaction SMILES: [NH:1]1[CH:5]=[N:4][CH:3]=[N:2]1.Cl[C:7]1[S:8][CH:9]=[CH:10][C:11]=1[N+:12]([O-:14])=[O:13].CC(C)([O-])C.[K+]>CN(C=O)C.CCOCC>[N+:12]([C:11]1[CH:10]=[CH:9][S:8][C:7]=1[N:1]1[CH:5]=[N:4][CH:3]=[N:2]1)([O-:14])=[O:13] |f:2.3|. Reported procedure: 1H-1,2,4-triazole (582 mg, 8.43 mmol), 2-chloro-3-nitrothiophene (1.15 g, 7.03 mmol) and potassium t-butoxide (944 mg, 8.43 mmol) were dissolved in DMF (30 mL). The resulting solution was stirred at 90° C. for 2 h, after which the reaction mixture was cooled to room temperature and diluted with Et2O. The solution was washed with brine and the organic phase was separated, dried (Na2SO4), filtered, concentrated under vacuum to give 1-(3-nitrothiophen-2-yl)-1H-1,2,4-triazole. Retention time (min)=1... Reactants: CC1(C)OC(=C2C(=O)Nc3cc(F)ccc32)C=C1Br, O=C([O-])[O-], C1COCCO1, O=Cc1ccc(B(O)O)cc1, [Na+], [Na+], O, Cl[Pd]Cl, c1ccc(P(c2ccccc2)c2ccccc2)cc1, c1ccc(P(c2ccccc2)c2ccccc2)cc1. Product: CC1(C)OC(=C2C(=O)Nc3cc(F)ccc32)C=C1c1ccc(C=O)cc1. Reaction SMILES: [Br:7][C:8]1=[CH:9][C:10](=[C:15]2[C:16](=[O:25])[NH:17][c:18]3[cH:19][c:20]([F:24])[cH:21][cH:22][c:23]32)[O:11][C:12]1([CH3:13])[CH3:14].[C:37](=[O:38])([O-:39])[O-:40].[CH2:1]1[O:2][CH2:3][CH2:4][O:5][CH2:6]1.[CH:26](=[O:27])[c:28]1[cH:29][cH:30][c:31]([B:34]([OH:35])[OH:36])[cH:32][cH:33]1.[Na+:41].[Na+:42].[OH2:84].[Pd:43]([Cl:44])[Cl:45].[c:46]1([P:47]([c:48]2[cH:49][cH:50][cH:51][cH:52][cH:53]2)[c:54]2[cH:55][cH:56][cH:57][cH:58][cH:59]2)[cH:60][cH:61][cH:62][cH:63][cH:64]1.[c:65]1([P:66]([c:67]2[cH:68][cH:69][cH:70][cH:71][cH:72]2)[c:73]2[cH:74][cH:75][cH:76][cH:77][cH:78]2)[cH:79][cH:80][cH:81][cH:82][cH:83]1>>[C:8]1([c:31]2[cH:30][cH:29][c:28]([CH:26]=[O:27])[cH:33][cH:32]2)=[CH:9][C:10](=[C:15]2[C:16](=[O:25])[NH:17][c:18]3[cH:19][c:20]([F:24])[cH:21][cH:22][c:23]32)[O:11][C:12]1([CH3:13])[CH3:14].